This data is from the Open Reaction Database (ORD), a public repository of structured organic reaction records. The task is: describe an organic reaction: reactants, conditions, products, and yield The reactants are ice water, C(C1=CC=CC=C1)(=O)Cl (benzoyl chloride), [S-]C#N.[NH4+] (ammonium thiocyanate), C1(CCCCC1)N (cyclohexylamine). Run in CC(=O)C (acetone). The product is C1(CCCCC1)NC(=S)N (Cyclohexylthiourea). Reaction SMILES: C(Cl)(=O)C1C=CC=CC=1.[S-:10][C:11]#[N:12].[NH4+].[CH:14]1([NH2:20])[CH2:19][CH2:18][CH2:17][CH2:16][CH2:15]1>CC(C)=O>[CH:14]1([NH:20][C:11]([NH2:12])=[S:10])[CH2:19][CH2:18][CH2:17][CH2:16][CH2:15]1 |f:1.2|. Procedure details: 295.5 g (2.1 mol) of benzoyl chloride were added dropwise over the course of 10 minutes to a solution of 165.0 g (2.2 mol) of ammonium thiocyanate in 500 ml of absolute acetone. After refluxing for 10 minutes, 198.9 g (2.0 mol) of cyclohexylamine were added dropwise, and the mixture was refluxed for a further 20 minutes. It was then stirred into 4 1 of ice-water, and the water was decanted off the oily product. The residue was dissolved in a hot mixture of 2 1 of 10% strength sodium hydroxide so... The reactants are C(C)(C)(C)[Si](C)(C)OC(C(C)(OC1=CC=C(C=C1)B1OC(C(O1)(C)C)(C)C)C)C (tert-Butyl{1,2-dimethyl-2-[4-(4,4,5,5-tetramethyl-1,3,2-dioxaborolan-2-yl)phenoxy]propoxy}dimethylsilane), I(=O)(=O)(=O)[O-].[Na+] (sodium periodate). The solvent is Cl (hydrochloric acid), O1CCCC1 (tetrahydrofuran), O (water), O (water). Reaction conditions: time 3 hour. Yields the product [Si](C)(C)(C(C)(C)C)OC(C(OC1=CC=C(C=C1)B(O)O)(C)C)C ([4-(2-{[tert-butyl(dimethyl)silyl]oxy}-1,1-dimethylpropoxy)phenyl]boronic acid). Reaction SMILES: [C:1]([Si:5]([O:8][CH:9]([CH3:29])[C:10]([CH3:28])([O:12][C:13]1[CH:18]=[CH:17][C:16]([B:19]2[O:23]C(C)(C)C(C)(C)[O:20]2)=[CH:15][CH:14]=1)[CH3:11])([CH3:7])[CH3:6])([CH3:4])([CH3:3])[CH3:2].I([O-])(=O)(=O)=O.[Na+]>Cl.O1CCCC1.O>[Si:5]([O:8][CH:9]([CH3:29])[C:10]([CH3:28])([CH3:11])[O:12][C:13]1[CH:18]=[CH:17][C:16]([B:19]([OH:20])[OH:23])=[CH:15][CH:14]=1)([C:1]([CH3:4])([CH3:3])[CH3:2])([CH3:7])[CH3:6] |f:1.2|. Procedure details: tert-Butyl{1,2-dimethyl-2-[4-(4,4,5,5-tetramethyl-1,3,2-dioxaborolan-2-yl)phenoxy]propoxy}dimethylsilane (5.8 g) was dissolved in 1 M hydrochloric acid (20 mL)-tetrahydrofuran (20 mL)-water (20 mL), sodium periodate (5.9 g) was added, and the mixture was stirred at room temperature for 3 hr. The reaction mixture was diluted with water, extracted with ethyl acetate, washed with 1 M hydrochloric acid, saturated aqueous sodium hydrogen carbonate solution and saturated brine, and dried over anhydrou... Reactants: II (iodine), BrC1=CC(=CC(=C1)C)C (1-bromo-3,5-dimethylbenzene), II (iodine), [Cl-].[NH4+] (ammonium chloride), BrCCBr (1,2-dibromoethane), [Mg] (magnesium), C1(CCC2=CC=CC=C12)=O (1-indanone). The solvent is O1CCCC1 (tetrahydrofuran), C(C)(=O)O (acetic acid), O1CCCC1 (tetrahydrofuran), O1CCCC1 (tetrahydrofuran). Product: CC=1C=C(C=C(C1)C)C1=CCC2=CC=CC=C12 (3-(3',5'-Dimethylphenyl)-1H-indene). The yield is 78.3%. Reaction SMILES: II.BrCCBr.[Mg].Br[C:9]1[CH:14]=[C:13]([CH3:15])[CH:12]=[C:11]([CH3:16])[CH:10]=1.[C:17]1(=O)[C:25]2[C:20](=[CH:21][CH:22]=[CH:23][CH:24]=2)[CH2:19][CH2:18]1.[Cl-].[NH4+]>C(O)(=O)C.O1CCCC1>[CH3:16][C:11]1[CH:10]=[C:9]([C:17]2[C:25]3[C:20](=[CH:21][CH:22]=[CH:23][CH:24]=3)[CH2:19][CH:18]=2)[CH:14]=[C:13]([CH3:15])[CH:12]=1 |f:5.6|. Procedure details: 20 mg. of iodine and 0.2-0.3 ml. of 1,2-dibromoethane are added to a suspension of 5 g. (0.21 mole) of magnesium in 15 ml. of dry tetrahydrofuran stirred at 20°-25° C. under nitrogen. When the reaction commences and the color of iodine disappears, a solution of 38 g. (0.205 mole) of 1-bromo-3,5-dimethylbenzene in 150 ml. of dry tetrahydrofuran is added dropwise over a period of about 1 hour at a rate such that the reaction mixture gently refluxes, the reaction mixture is refluxed for 1 hour and ... Starting materials: O=C([O-])[O-], CCI, CC(C)=O, [K+], [K+], Sc1ncc2ccccn12. The product is CCSc1ncc2ccccn12. Reaction SMILES: [C:11](=[O:12])([O-:13])[O-:14].[CH2:17]([CH3:18])[I:19].[CH3:20][C:21](=[O:22])[CH3:23].[K+:15].[K+:16].[cH:1]1[n:2][c:3]([SH:10])[n:4]2[c:5]1[cH:6][cH:7][cH:8][cH:9]2>>[cH:1]1[n:2][c:3]([S:10][CH2:17][CH3:18])[n:4]2[c:5]1[cH:6][cH:7][cH:8][cH:9]2. Reactants: COc1nc(NC(=O)OC(C)(C)C)cc(C)c1C#N, CC(=O)O, CCO. Yields the product COc1nc(NC(=O)OC(C)(C)C)cc(C)c1CN. RXN SMILES: [C:1](#[N:2])[c:3]1[c:4]([CH3:19])[cH:5][c:6]([NH:11][C:12]([O:13][C:14]([CH3:15])([CH3:16])[CH3:17])=[O:18])[n:7][c:8]1[O:9][CH3:10].[C:20]([OH:21])(=[O:22])[CH3:23].[CH3:24][CH2:25][OH:26]>>[CH2:1]([NH2:2])[c:3]1[c:4]([CH3:19])[cH:5][c:6]([NH:11][C:12]([O:13][C:14]([CH3:15])([CH3:16])[CH3:17])=[O:18])[n:7][c:8]1[O:9][CH3:10]. Reactants: ClC1=CC=C(C=C1)C(CC(C(F)(F)F)=O)=O (1-(4-chloro-phenyl)-4,4,4-trifluoro-butane-1,3-dione), 4-chloro-acetophenone, NC1=NNC=C1C1=CC(=NC=C1)C (3-amino-4-(2-methyl-4-pyridinyl)-pyrazole). The product is ClC1=CC=C(C=C1)C1=NC=2N(C(=C1)C(F)(F)F)N=CC2C2=CC(=NC=C2)C (5-(4-Chloro-phenyl)-3-(2-methyl-pyridin-4-yl)-7-trifluoromethyl-pyrazolo[1,5-a]pyrimidine). Isolated yield 43.2%. As a reaction SMILES: [Cl:1][C:2]1[CH:7]=[CH:6][C:5]([C:8](=O)[CH2:9][C:10](=O)[C:11]([F:14])([F:13])[F:12])=[CH:4][CH:3]=1.[NH2:17][C:18]1[C:22]([C:23]2[CH:28]=[CH:27][N:26]=[C:25]([CH3:29])[CH:24]=2)=[CH:21][NH:20][N:19]=1>>[Cl:1][C:2]1[CH:7]=[CH:6][C:5]([C:8]2[CH:9]=[C:10]([C:11]([F:14])([F:13])[F:12])[N:19]3[N:20]=[CH:21][C:22]([C:23]4[CH:28]=[CH:27][N:26]=[C:25]([CH3:29])[CH:24]=4)=[C:18]3[N:17]=2)=[CH:4][CH:3]=1. Reported procedure: Reaction of 1-(4-chloro-phenyl)-4,4,4-trifluoro-butane-1,3-dione (125 mg, 0.5 mmol), prepared from commercially available 4-chloro-acetophenone according to general procedure A, and 3-amino-4-(2-methyl-4-pyridinyl)-pyrazole [see part synthesis of amino-pyrazole derivatives] (87 mg, 0.5 mmol) according to general procedure B yielded the title compound as a yellow solid (84 mg, 43%). MS (ISP) 389.1 [(M+H)+]; mp 220° C.